Task: describe an organic reaction: reactants, conditions, products, and yield. Dataset: the Open Reaction Database (ORD), a public repository of structured organic reaction records The reactants are C(=O)(O)[O-].[Na+] (NaHCO3), [N+](=O)([O-])C1=C(N)C=CC(=C1)C(F)(F)F (2-nitro-4-trifluoromethylaniline), Cl[Sn]Cl (SnCl2), ice. Run in C(C)O (ethanol). Product: FC(C1=CC(=C(C=C1)N)N)(F)F (4-trifluoromethyl-1,2-phenylenediamine). The yield is 96.9%. RXN SMILES: [N+:1]([C:4]1[CH:10]=[C:9]([C:11]([F:14])([F:13])[F:12])[CH:8]=[CH:7][C:5]=1[NH2:6])([O-])=O.Cl[Sn]Cl.C([O-])(O)=O.[Na+]>C(O)C>[F:12][C:11]([F:13])([F:14])[C:9]1[CH:8]=[CH:7][C:5]([NH2:6])=[C:4]([NH2:1])[CH:10]=1 |f:2.3|. Procedure details: A solution of 2-nitro-4-trifluoromethylaniline (5.000 g, 24.26 mmol, Aldrich, used as received) and SnCl2 ·2 H2O (20.00 g, 88.64 mmol, Aldrich, used as received) in absolute ethanol (50 mL) was refluxed for 45 min. It was then poured into ice (85 g) and basified with 10% aq. NaHCO3 (250 mL). The resulting suspension was extracted with ethyl acetate (400 mL). The ethyl acetate extract was dried over Na2SO4 and evaporated to give 4.14 g (87%) of pure 4-trifluoromethyl-1,2-phenylenediamine as a red... Product: NCCCCCCCCCCC(=O)NCCCN[C@H](C(=O)OC(C)(C)C)[C@@H](O)C1O[C@H]([C@@H]([C@@H]1O[Si](C)(C)C(C)(C)C)O[Si](C)(C)C(C)(C)C)N1C(N(C(C=C1)=O)CC1=CC=C(C=C1)OC)=O (tert-butyl (2S,3R)-2-({3-[(11-aminoundecanoyl)amino]propyl}amino)-3-[(3R,4R,5R)-3,4-bis{[tert-butyl (dimethyl)silyl]oxy}-5-(3-(4-methoxybenzyl)-2,4-dioxo-3,4-dihydro-1(2H)-pyrimidinyl)tetrahydro-2-furanyl]-3-hydroxypropanoate). Yield: 50.8%. Reaction SMILES: [Si:1]([O:8][C@H:9]1[C@@H:13]([O:14][Si:15]([C:18]([CH3:21])([CH3:20])[CH3:19])([CH3:17])[CH3:16])[C@H:12]([N:22]2[CH:27]=[CH:26][C:25](=[O:28])[N:24]([CH2:29][C:30]3[CH:35]=[CH:34][C:33]([O:36][CH3:37])=[CH:32][CH:31]=3)[C:23]2=[O:38])[O:11][CH:10]1[C@H:39]([OH:83])[C@@H:40]([C:76]([O:78][C:79]([CH3:82])([CH3:81])[CH3:80])=[O:77])[NH:41][CH2:42][CH2:43][CH2:44][NH:45][C:46](=[O:75])[CH2:47][CH2:48][CH2:49][CH:50](C1C2C=CC=CC=2C2C1=CC=CC=2)[CH2:51][CH2:52][CH2:53][CH2:54][CH2:55][CH2:56][NH:57]C(=O)OC)([C:4]([CH3:7])([CH3:6])[CH3:5])([CH3:3])[CH3:2]>N1CCCCC1>[NH2:57][CH2:56][CH2:55][CH2:54][CH2:53][CH2:52][CH2:51][CH2:50][CH2:49][CH2:48][CH2:47][C:46]([NH:45][CH2:44][CH2:43][CH2:42][NH:41][C@@H:40]([C@H:39]([CH:10]1[C@@H:9]([O:8][Si:1]([C:4]([CH3:6])([CH3:7])[CH3:5])([CH3:2])[CH3:3])[C@@H:13]([O:14][Si:15]([C:18]([CH3:19])([CH3:20])[CH3:21])([CH3:17])[CH3:16])[C@H:12]([N:22]2[CH:27]=[CH:26][C:25](=[O:28])[N:24]([CH2:29][C:30]3[CH:31]=[CH:32][C:33]([O:36][CH3:37])=[CH:34][CH:35]=3)[C:23]2=[O:38])[O:11]1)[OH:83])[C:76]([O:78][C:79]([CH3:80])([CH3:81])[CH3:82])=[O:77])=[O:75]. Reactants: [Si](C)(C)(C(C)(C)C)O[C@@H]1C(O[C@H]([C@@H]1O[Si](C)(C)C(C)(C)C)N1C(N(C(C=C1)=O)CC1=CC=C(C=C1)OC)=O)[C@@H]([C@H](NCCCNC(CCCC(CCCCCCNC(OC)=O)C1C2=CC=CC=C2C=2C=CC=CC12)=O)C(=O)OC(C)(C)C)O (tert-butyl (21S)-21-[(R)-[(3R,4R,5R)-3,4-bis{[tert-butyl(dimethyl)silyl]oxy}-5-(3-(4-methoxybenzyl)-2,4-dioxo-3,4-dihydro-1(2H)-pyrimidinyl)tetrahydro-2-furanyl](hydroxy)methyl]-11-(9H-fluoren-9-yl)-3,15-dioxo-2-oxa-4,16,20-triazadocosan-22-oate). Run in N1CCCCC1 (piperidine). Reported procedure: By using an analogous procedure to that described for Reference Example 32, a solution of tert-butyl (21S)-21-[(R)-[(3R,4R,5R)-3,4-bis{[tert-butyl(dimethyl)silyl]oxy}-5-(3-(4-methoxybenzyl)-2,4-dioxo-3,4-dihydro-1(2H)-pyrimidinyl)tetrahydro-2-furanyl](hydroxy)methyl]-11-(9H-fluoren-9-yl)-3,15-dioxo-2-oxa-4,16,20-triazadocosan-22-oate (106 mg, 0.09 mmol, obtained from Example 24) in piperidine (3 ml) was stirred for 1.5 hours under nitrogen at room temperature. The product was purified by chromat... The reactants are S(=O)(Cl)Cl (thionyl chloride), C(=O)(O)C1=CN(C2=CC=CC=C12)C1=NC=CC2=CC=CC=C12 (3-carboxy-1-(isoquinol-1-yl)-1H-indole). The product is Cl.ClC(=O)C1=CN(C2=CC=CC=C12)C1=NC=CC2=CC=CC=C12 (3-chlorocarbonyl-1-(isoquinol-1-yl)-1H-indole hydrochloride). Reaction SMILES: S(Cl)([Cl:3])=O.[C:5]([C:8]1[C:16]2[C:11](=[CH:12][CH:13]=[CH:14][CH:15]=2)[N:10]([C:17]2[C:26]3[C:21](=[CH:22][CH:23]=[CH:24][CH:25]=3)[CH:20]=[CH:19][N:18]=2)[CH:9]=1)(O)=[O:6]>>[ClH:3].[Cl:3][C:5]([C:8]1[C:16]2[C:11](=[CH:12][CH:13]=[CH:14][CH:15]=2)[N:10]([C:17]2[C:26]3[C:21](=[CH:22][CH:23]=[CH:24][CH:25]=3)[CH:20]=[CH:19][N:18]=2)[CH:9]=1)=[O:6] |f:2.3|. Procedure: 35 cm3 of thionyl chloride are added at 25° C. under an argon atmosphere to 1.2 g (4 mmol) of 3-carboxy-1-(isoquinol-1-yl)-1H-indole. After stirring at reflux for 4 hours, the reaction mixture is concentrated to dryness under reduced pressure (2.7 kPa), successively triturated twice with 10 cm3 of dimethoxyethane and then concentrated to dryness under reduced pressure (2.7 kPa) to give 1.3 g of 3-chlorocarbonyl-1-(isoquinol-1-yl)-1H-indole hydrochloride in the form of a pale yellow solid which i... The reactants are CCCCN1C(=O)NC(Cc2ccccc2)C1=O, CN(C)C=O, [H-], CI, [Na+]. Product: CCCCN1C(=O)C(Cc2ccccc2)N(C)C1=O. As a reaction SMILES: [CH2:1]([c:2]1[cH:3][cH:4][cH:5][cH:6][cH:7]1)[CH:8]1[C:9](=[O:18])[N:10]([CH2:14][CH2:15][CH2:16][CH3:17])[C:11](=[O:13])[NH:12]1.[CH3:23][N:24]([CH3:25])[CH:26]=[O:27].[H-:19].[I:21][CH3:22].[Na+:20]>>[CH2:1]([c:2]1[cH:3][cH:4][cH:5][cH:6][cH:7]1)[CH:8]1[C:9](=[O:18])[N:10]([CH2:14][CH2:15][CH2:16][CH3:17])[C:11](=[O:13])[N:12]1[CH3:22]. The reactants are NC1=NC=C(C=C1)Br (2-Amino-5-bromopyridine), CC1([C@@H](N(C(O1)=O)C1=CC=C(C=C1)B1OC(C(O1)(C)C)(C)C)C1=CC=CC=C1)C ((S)-5,5-dimethyl-4-phenyl-3-(4-(4,4,5,5-tetramethyl-1,3,2-dioxaborolan-2-yl)phenyl)oxazolidin-2-one), dichloro(1,1-bis(diphenylphosphinoferrocene))palladium(II), C([O-])([O-])=O.[Na+].[Na+] (sodium carbonate), CC1([C@@H](N(C(O1)=O)C1=CC=C(C=C1)B1OC(C(O1)(C)C)(C)C)C1=CC=CC=C1)C ((S)-5,5-dimethyl-4-phenyl-3-(4-(4,4,5,5-tetramethyl-1,3,2-dioxaborolan-2-yl)phenyl)oxazolidin-2-one). The solvent is O1CCOCC1 (dioxane). Conditions: temperature 115 celsius, time 8 hour. Product: NC1=CC=C(C=N1)C1=CC=C(C=C1)N1C(OC([C@@H]1C1=CC=CC=C1)(C)C)=O ((S)-3-(4-(6-Aminopyridin-3-yl)phenyl)-5,5-dimethyl-4-phenyloxazolidin-2-one). Reaction SMILES: [NH2:1][C:2]1[CH:7]=[CH:6][C:5](Br)=[CH:4][N:3]=1.C(=O)([O-])[O-].[Na+].[Na+].[CH3:15][C:16]1([CH3:43])[O:20][C:19](=[O:21])[N:18]([C:22]2[CH:27]=[CH:26][C:25](B3OC(C)(C)C(C)(C)O3)=[CH:24][CH:23]=2)[C@H:17]1[C:37]1[CH:42]=[CH:41][CH:40]=[CH:39][CH:38]=1>O1CCOCC1>[NH2:1][C:2]1[N:3]=[CH:4][C:5]([C:25]2[CH:24]=[CH:23][C:22]([N:18]3[C@@H:17]([C:37]4[CH:38]=[CH:39][CH:40]=[CH:41][CH:42]=4)[C:16]([CH3:15])([CH3:43])[O:20][C:19]3=[O:21])=[CH:27][CH:26]=2)=[CH:6][CH:7]=1 |f:1.2.3|. Procedure: 2-Amino-5-bromopyridine (commercially available from Sigma-Aldrich, Milwaukee, Wis.)(0.114 mL, 5.09 mmol), sodium carbonate (5.09 mL, 10.17 mmol), (S)-5,5-dimethyl-4-phenyl-3-(4-(4,4,5,5-tetramethyl-1,3,2-dioxaborolan-2-yl)phenyl)oxazolidin-2-one (Intermediate J)(2.0 g, 5.09 mmol), and dichloro(1,1-bis(diphenylphosphinoferrocene))palladium(II) (415 mg, 0.509 mmol) were combined in dioxane (10.200 mL) and stirred at 115° C. overnight. LC-MS indicated good conversion to desired product. After cool... Starting materials: O=C(O)C(Cc1ccccc1)NS(=O)(=O)c1ccc(Br)cc1, C(=NC1CCCCC1)=NC1CCCCC1, ClCCl, CCOC(=O)Cc1ccc(N)cc1. Yields the product CCOC(=O)Cc1ccc(NC(=O)C(Cc2ccccc2)NS(=O)(=O)c2ccc(Br)cc2)cc1. Reaction SMILES: [Br:1][c:2]1[cH:3][cH:4][c:5]([S:8](=[O:9])(=[O:10])[NH:11][CH:12]([C:13](=[O:14])[OH:15])[CH2:16][c:17]2[cH:18][cH:19][cH:20][cH:21][cH:22]2)[cH:6][cH:7]1.[CH:36]1([N:37]=[C:38]=[N:39][CH:40]2[CH2:41][CH2:42][CH2:43][CH2:44][CH2:45]2)[CH2:46][CH2:47][CH2:48][CH2:49][CH2:50]1.[Cl:51][CH2:52][Cl:53].[NH2:23][c:24]1[cH:25][cH:26][c:27]([CH2:30][C:31](=[O:32])[O:33][CH2:34][CH3:35])[cH:28][cH:29]1>>[Br:1][c:2]1[cH:3][cH:4][c:5]([S:8](=[O:9])(=[O:10])[NH:11][CH:12]([C:13](=[O:14])[NH:23][c:24]2[cH:25][cH:26][c:27]([CH2:30][C:31](=[O:32])[O:33][CH2:34][CH3:35])[cH:28][cH:29]2)[CH2:16][c:17]2[cH:18][cH:19][cH:20][cH:21][cH:22]2)[cH:6][cH:7]1. Starting materials: Cl.Cl.N1(CCNCC1)CCC1=CC=C(C(=O)OCC)C=C1 (ethyl 4-[2-(piperazin-1-yl)-ethyl]-benzoate dihydrochloride), N1=CC=CC=C1 (pyridine), C(C)(C)(C)C=1C=C(C=CC(=O)Cl)C=C(C1O)C(C)(C)C (3,5-di-tert.-butyl-4-hydroxycinnamoyl chloride). Solvent: C1=CC=CC=C1 (benzene). Conditions: temperature 20 celsius, time 4 hour. Yields the product C(C)(C)(C)C=1C=C(C=CC(=O)N2CCN(CC2)CCC2=CC=C(C(=O)OCC)C=C2)C=C(C1O)C(C)(C)C (Ethyl 4-{2-[1-(3,5-di-tert.-butyl-4-hydroxycinnamoyl)-piperazin-4-yl]-ethyl}-benzoate). RXN SMILES: Cl.Cl.[N:3]1([CH2:9][CH2:10][C:11]2[CH:21]=[CH:20][C:14]([C:15]([O:17][CH2:18][CH3:19])=[O:16])=[CH:13][CH:12]=2)[CH2:8][CH2:7][NH:6][CH2:5][CH2:4]1.N1C=CC=CC=1.[C:28]([C:32]1[CH:33]=[C:34]([CH:40]=[C:41]([C:44]([CH3:47])([CH3:46])[CH3:45])[C:42]=1[OH:43])[CH:35]=[CH:36][C:37](Cl)=[O:38])([CH3:31])([CH3:30])[CH3:29]>C1C=CC=CC=1>[C:44]([C:41]1[CH:40]=[C:34]([CH:33]=[C:32]([C:28]([CH3:31])([CH3:30])[CH3:29])[C:42]=1[OH:43])[CH:35]=[CH:36][C:37]([N:6]1[CH2:7][CH2:8][N:3]([CH2:9][CH2:10][C:11]2[CH:21]=[CH:20][C:14]([C:15]([O:17][CH2:18][CH3:19])=[O:16])=[CH:13][CH:12]=2)[CH2:4][CH2:5]1)=[O:38])([CH3:46])([CH3:47])[CH3:45] |f:0.1.2|. Procedure details: To a mixture of 16.8 g. (50 mmole) ethyl 4-[2-(piperazin-1-yl)-ethyl]-benzoate dihydrochloride and 200 ml. anhydrous pyridine is added dropwise at 5°-10° C., in the course of 40 minutes, a solution of 14.8 g. 3,5-di-tert.-butyl-4-hydroxycinnamoyl chloride and 50 ml. anhydrous benzene. The reaction mixture is stirred for 4 hours at 20° C., the benzene and pyridine are substantially distilled off in a vacuum and the residue is stirred into about 1 liter ice water. The separated, greasy precipitate... The reactants are COCC(=O)O (methoxyacetic acid), S(=O)(Cl)Cl (thionyl chloride), NC=1C(=C(C(=C(C(=O)Cl)C1I)I)C(=O)Cl)I (5-amino-2,4,6-triiodoisophthalic acid dichloride). The solvent is CN(C)C=O (DMF). Reaction conditions: temperature 10 celsius, time 60 minute. Product: COCC(=O)NC=1C(=C(C(=C(C(=O)Cl)C1I)I)C(=O)Cl)I (5-Methoxyacetylamino-2,4,6-triiodoisophthalic Acid Dichloride). As a reaction SMILES: [CH3:1][O:2][CH2:3][C:4]([OH:6])=O.S(Cl)(Cl)=O.[NH2:11][C:12]1[C:13]([I:26])=[C:14]([C:23]([Cl:25])=[O:24])[C:15]([I:22])=[C:16]([C:20]=1[I:21])[C:17]([Cl:19])=[O:18]>CN(C=O)C>[CH3:1][O:2][CH2:3][C:4]([NH:11][C:12]1[C:20]([I:21])=[C:16]([C:17]([Cl:19])=[O:18])[C:15]([I:22])=[C:14]([C:13]=1[I:26])[C:23]([Cl:25])=[O:24])=[O:6]. Procedure details: 121.2 g. (1.6 mole) of methoxyacetic acid is dissolved in 400 ml. of dry DMF, cooled to 0° C., and within 60 minutes 116 ml. (1.6 mol) of thionyl chloride is added dropwise thereto. The mixture is stirred for 30 minutes at 10° C. and 138.3 g. (0.4 mol) of 5-amino-2,4,6-triiodoisophthalic acid dichloride is introduced into the reaction mixture and the latter is stirred for 20 hours at room temperature. The reaction solution is stirred into 10 l. of water, the precipitate is vacuum-filtered, washe...